From a dataset of the Open Reaction Database (ORD), a public repository of structured organic reaction records. describe an organic reaction: reactants, conditions, products, and yield The reactants are ClC1=NC=C(C(=N1)N)C (2-chloro-5-methylpyrimidin-4-amine), BrC1=CC=CC2=CC=CC=C12 (1-bromonaphthalene), C(=O)([O-])[O-].[Cs+].[Cs+] (Cs2CO3), C1(=CC=CC=C1)P(C1=CC=CC=2C(C3=CC=CC(=C3OC12)P(C1=CC=CC=C1)C1=CC=CC=C1)(C)C)C1=CC=CC=C1 (4,5-bis(diphenylphosphino)-9,9-dimethyxanthene). The reagents and catalysts are C=1C=CC(=CC1)/C=C/C(=O)/C=C/C2=CC=CC=C2.C=1C=CC(=CC1)/C=C/C(=O)/C=C/C2=CC=CC=C2.C=1C=CC(=CC1)/C=C/C(=O)/C=C/C2=CC=CC=C2.[Pd].[Pd] (Pd2(dba)3). Run in O1CCOCC1 (1,4-dioxane). Yields the product ClC1=NC=C(C(=N1)NC1=CC=CC2=CC=CC=C12)C (2-Chloro-5-methyl-N-(naphthalen-1-yl)pyrimidin-4-amine). Reaction SMILES: [Cl:1][C:2]1[N:7]=[C:6]([NH2:8])[C:5]([CH3:9])=[CH:4][N:3]=1.Br[C:11]1[C:20]2[C:15](=[CH:16][CH:17]=[CH:18][CH:19]=2)[CH:14]=[CH:13][CH:12]=1.C([O-])([O-])=O.[Cs+].[Cs+].C1(P(C2C=CC=CC=2)C2C3OC4C(=CC=CC=4P(C4C=CC=CC=4)C4C=CC=CC=4)C(C)(C)C=3C=CC=2)C=CC=CC=1>O1CCOCC1.C1C=CC(/C=C/C(/C=C/C2C=CC=CC=2)=O)=CC=1.C1C=CC(/C=C/C(/C=C/C2C=CC=CC=2)=O)=CC=1.C1C=CC(/C=C/C(/C=C/C2C=CC=CC=2)=O)=CC=1.[Pd].[Pd]>[Cl:1][C:2]1[N:7]=[C:6]([NH:8][C:19]2[C:20]3[C:15](=[CH:14][CH:13]=[CH:12][CH:11]=3)[CH:16]=[CH:17][CH:18]=2)[C:5]([CH3:9])=[CH:4][N:3]=1 |f:2.3.4,7.8.9.10.11|. Procedure details: To a solution of 2-chloro-5-methylpyrimidin-4-amine (144 mg, 1.0 mmol) in 1,4-dioxane (40 mL) was added 1-bromonaphthalene (227 mg, 1.1 mmol), Cs2CO3 (1.3 g, 4.0 mmol), Pd2(dba)3 (91 mg, 0.1 mmol), and 4,5-bis(diphenylphosphino)-9,9-dimethyxanthene (Xant Phos, 183 mg, 0.3 mmol). The mixture was heated under reflux for 4 h under Ar. The solid was filtered off and the filtrate washed with brine (1×100 mL). The organic solution was separated and dried (Na2SO4). The solvent was removed until 5 mL an... Reactants: [N+](=O)([O-])C1=CC=C(OC2=CC=NC3=CC(=CC=C23)O)C=C1 (4-(4-nitrophenoxy)quinolin-7-ol), [OH-].[Na+] (sodium hydroxide), CC1(C)CO1 (isobutylene oxide), CC1(C)CO1 (isobutylene oxide). Solvent: O (water). Run at temperature 45 celsius, time 10 minute. Yields the product CC(COC1=CC=C2C(=CC=NC2=C1)OC1=CC=C(C=C1)[N+](=O)[O-])(C)O (2-methyl-1-((4-(4-nitrophenoxy)quinolin-7-yl)oxy)propan-2-ol). The yield is 42.7%. As a reaction SMILES: [N+:1]([C:4]1[CH:21]=[CH:20][C:7]([O:8][C:9]2[C:18]3[C:13](=[CH:14][C:15]([OH:19])=[CH:16][CH:17]=3)[N:12]=[CH:11][CH:10]=2)=[CH:6][CH:5]=1)([O-:3])=[O:2].[OH-].[Na+].[CH3:24][C:25]1([O:28][CH2:27]1)[CH3:26]>O>[CH3:24][C:25]([OH:28])([CH3:27])[CH2:26][O:19][C:15]1[CH:14]=[C:13]2[C:18]([C:9]([O:8][C:7]3[CH:20]=[CH:21][C:4]([N+:1]([O-:3])=[O:2])=[CH:5][CH:6]=3)=[CH:10][CH:11]=[N:12]2)=[CH:17][CH:16]=1 |f:1.2|. Reported procedure: To a flask containing 4-(4-nitrophenoxy)quinolin-7-ol (14.45 g, 45.33 mmol) was added a solution of sodium hydroxide (3.63 g, 90.66 mmol) in water/95% EtOH (90 mL/10 mL) followed by isobutylene oxide (12.12 mL, 136 mmol, pre-cooled to 0° C.). After stirring at 45° C. for 10 minutes, more isobutylene oxide (12.12 mL, 136 mmol, pre-cooled to 0° C.) was added. The reaction was continued to stir for additional 12 hours. The mixture was cooled to room temperature and continued to stir for 4 hours, th...